This data is from the Open Reaction Database (ORD), a public repository of structured organic reaction records. The task is: describe an organic reaction: reactants, conditions, products, and yield Reactants: CC1=CC(O)C(OC(=O)C=Cc2ccccc2)C(C)(C)CC1=O, CCOC(C)=O, CCCCCC. The product is CC(=O)OC1C=C(C)C(=O)CC(C)(C)C1OC(=O)C=Cc1ccccc1. RXN SMILES: [C:1]([CH:2]=[CH:3][c:4]1[cH:5][cH:6][cH:7][cH:8][cH:9]1)(=[O:10])[O:11][CH:12]1[CH:13]([OH:23])[CH:14]=[C:15]([CH3:22])[C:16](=[O:21])[CH2:17][C:18]1([CH3:19])[CH3:20].[CH3:24][CH2:25][O:26][C:27](=[O:28])[CH3:29].[CH3:30][CH2:31][CH2:32][CH2:33][CH2:34][CH3:35]>>[C:1]([CH:2]=[CH:3][c:4]1[cH:5][cH:6][cH:7][cH:8][cH:9]1)(=[O:10])[O:11][CH:12]1[CH:13]([O:23][C:25]([CH3:24])=[O:26])[CH:14]=[C:15]([CH3:22])[C:16](=[O:21])[CH2:17][C:18]1([CH3:19])[CH3:20]. Starting materials: C1CCC2=NCCCN2CC1, N#CC=Cc1cncc(N2CCOCC2)c1, C[Si](C)(C)CCOCn1ccc2c(-c3cn[nH]c3)ncnc21. Product: C[Si](C)(C)CCOCn1ccc2c(-c3cnn(C(CC#N)c4cncc(N5CCOCC5)c4)c3)ncnc21. RXN SMILES: [CH2:39]1[CH2:40][CH2:41][C:42]2=[N:47][CH2:46][CH2:45][CH2:44][N:43]2[CH2:48][CH2:49]1.[O:23]1[CH2:24][CH2:25][N:26]([c:29]2[cH:30][c:31]([CH:35]=[CH:36][C:37]#[N:38])[cH:32][n:33][cH:34]2)[CH2:27][CH2:28]1.[nH:1]1[n:2][cH:3][c:4](-[c:6]2[c:7]3[c:8]([n:9][cH:10][n:11]2)[n:12]([CH2:15][O:16][CH2:17][CH2:18][Si:19]([CH3:20])([CH3:21])[CH3:22])[cH:13][cH:14]3)[cH:5]1>>[n:1]1([CH:35]([c:31]2[cH:30][c:29]([N:26]3[CH2:25][CH2:24][O:23][CH2:28][CH2:27]3)[cH:34][n:33][cH:32]2)[CH2:36][C:37]#[N:38])[n:2][cH:3][c:4](-[c:6]2[c:7]3[c:8]([n:9][cH:10][n:11]2)[n:12]([CH2:15][O:16][CH2:17][CH2:18][Si:19]([CH3:20])([CH3:21])[CH3:22])[cH:13][cH:14]3)[cH:5]1. Starting materials: C(C)OC(=O)C1=NC(=NS1)C1=CC=C(C=C1)Cl (3-(4-chlorophenyl)-[1,2,4]thiadiazole-5-carboxylic acid ethyl ester), [BH4-].[Na+] (sodium borohydride). The solvent is CO (MeOH). Run at time 2 hour. Product: ClC1=CC=C(C=C1)C1=NSC(=N1)CO ([3-(4-Chlorophenyl)-[1,2,4]thiadiazol-5-yl]-methanol). Isolated yield 101.3%. RXN SMILES: C([O:3][C:4]([C:6]1[S:10][N:9]=[C:8]([C:11]2[CH:16]=[CH:15][C:14]([Cl:17])=[CH:13][CH:12]=2)[N:7]=1)=O)C.[BH4-].[Na+]>CO>[Cl:17][C:14]1[CH:13]=[CH:12][C:11]([C:8]2[N:7]=[C:6]([CH2:4][OH:3])[S:10][N:9]=2)=[CH:16][CH:15]=1 |f:1.2|. Procedure: To a solution of 3-(4-chlorophenyl)-[1,2,4]thiadiazole-5-carboxylic acid ethyl ester (0.20 g, 0.74 mmol) in MeOH (10 ml) was added sodium borohydride (0.048 g, 1.26 mmol) portion wise. The resulting reaction mixture was stirred at room temperature for 2 h. After the completion of the reaction (TLC monitoring), the reaction mass was cooled to 0° C., quenched it with 2 ml of water and concentrated under vacuum. Added water (50 ml) and extracted with ethyl acetate (3×50 ml). The combined organic la... Starting materials: CCOC1CC2(C)C(CCC3C4CCC(=O)C4(C)CC(=O)C32)CC1O, CCOC([O-])[O-], ClC(Cl)Cl, OCCO, Cc1ccc(S(=O)(=O)O)cc1. The product is CCOC1CC2(C)C(CCC3C2C(=O)CC2(C)C3CCC23OCCO3)CC1O. As a reaction SMILES: [CH2:1]([CH3:2])[O:3][CH:4]1[CH:5]([OH:25])[CH2:6][CH:7]2[CH2:8][CH2:9][CH:10]3[CH:11]4[CH2:12][CH2:13][C:14](=[O:24])[C:15]4([CH3:16])[CH2:17][C:18](=[O:23])[CH:19]3[C:20]2([CH3:22])[CH2:21]1.[CH:30]([O-:31])([O-:32])[O:33][CH2:34][CH3:35].[CH:47]([Cl:48])([Cl:49])[Cl:50].[OH:26][CH2:27][CH2:28][OH:29].[c:36]1([CH3:37])[cH:38][cH:39][c:40]([S:41]([OH:42])(=[O:43])=[O:44])[cH:45][cH:46]1>>[CH2:1]([CH3:2])[O:3][CH:4]1[CH:5]([OH:25])[CH2:6][CH:7]2[CH2:8][CH2:9][CH:10]3[CH:11]4[CH2:12][CH2:13][C:14]5([C:15]4([CH3:16])[CH2:17][C:18](=[O:23])[CH:19]3[C:20]2([CH3:22])[CH2:21]1)[O:24][CH2:28][CH2:27][O:26]5. Product: C(C)(=O)C1=CC=C(O[C@@H](C(=O)OC)C)C=C1 (Methyl (R)-2-(4-acetylphenoxy)propionate). Yield: 80.0%. Procedure details: A mixture of 36 g (0.2 mol) of methyl (R)-2-phenoxypropionate (enantiomeric excess 94-95%), 81.6 g (0.8 mol) of acetic anhydride, 6.5 g (0.04 mol) of iron(III) chloride and 100 ml of ethyl acetate was heated at 70°-75° C. for 6 hours. The diluent and excess acetic anhydride were then removed under reduced pressure, after which the crude product was subjected to vacuum distillation. Yield: 80% (94-95% enantiomeric excess). The reagents and catalysts are [Fe](Cl)(Cl)Cl (iron(III) chloride). As a reaction SMILES: [O:1]([C@H:8]([CH3:13])[C:9]([O:11][CH3:12])=[O:10])[C:2]1[CH:7]=[CH:6][CH:5]=[CH:4][CH:3]=1.[C:14](OC(=O)C)(=[O:16])[CH3:15]>[Fe](Cl)(Cl)Cl.C(OCC)(=O)C>[C:14]([C:5]1[CH:6]=[CH:7][C:2]([O:1][C@H:8]([CH3:13])[C:9]([O:11][CH3:12])=[O:10])=[CH:3][CH:4]=1)(=[O:16])[CH3:15]. Run in C(C)(=O)OCC (ethyl acetate). Reactants: O(C1=CC=CC=C1)[C@@H](C(=O)OC)C (methyl (R)-2-phenoxypropionate), C(C)(=O)OC(C)=O (acetic anhydride).